describe an organic reaction: reactants, conditions, products, and yield From a dataset of the Open Reaction Database (ORD), a public repository of structured organic reaction records. The reactants are crude solution, C(CCCCCC)OC1=CC=C(C(=O)OC2=C(C=C(C=C2)CC(C(=O)OC(C)(C)C)NC(C2=CC=C(C=C2)OC)=O)OC)C=C1 (4-(3-(tert-butoxy)-2-(4-methoxybenzamido)-3-oxopropyl)-2-methoxyphenyl 4-(heptyloxy)benzoate), C(=O)(C(F)(F)F)O (TFA). Solvent: C(Cl)Cl (DCM). Conditions: temperature 30 celsius, time 8 hour. The product is COC1=CC=C(C(=O)NC(C(=O)O)C)C=C1 (2-(4-methoxybenzamido)propanoic acid). Reaction SMILES: C(OC1C=CC(C(OC2C=CC([CH2:22][CH:23]([NH:31][C:32](=[O:41])[C:33]3[CH:38]=[CH:37][C:36]([O:39][CH3:40])=[CH:35][CH:34]=3)[C:24]([O:26]C(C)(C)C)=[O:25])=CC=2OC)=O)=CC=1)CCCCCC.C(O)(C(F)(F)F)=O>C(Cl)Cl>[CH3:40][O:39][C:36]1[CH:35]=[CH:34][C:33]([C:32]([NH:31][CH:23]([CH3:22])[C:24]([OH:26])=[O:25])=[O:41])=[CH:38][CH:37]=1. Procedure details: A crude solution of 4-(3-(tert-butoxy)-2-(4-methoxybenzamido)-3-oxopropyl)-2-methoxyphenyl 4-(heptyloxy)benzoate in DCM (1 mL) was treated with TFA (0.1 mL) and stirred overnight at 30° C. The solvent was evaporated and the residue was purified by preparative HPLC to give 16.9 mg (48%) of 3-(4-(4-(heptyloxy)benzoyl)oxy)-3-methoxyphenyl)-2-(4-methoxybenzamido)propanoic acid 2. LCMS-ESI (m/z) calculated for C32H37NO8: 563. Found 564 [M+H]+, tR=11.01 min (Method 2). 1H NMR (400 MHz, DMSO) δ 12.79 (...